describe an organic reaction: reactants, conditions, products, and yield From a dataset of the Open Reaction Database (ORD), a public repository of structured organic reaction records. The reactants are Br, O=C([O-])[O-], CCCC(=O)Cl, CCOC(C)=O, [K+], [K+], NCC1Cc2ccc(-c3ccc(=O)[nH]n3)cc2C1, C1CCOC1, O. Product: CCCC(=O)NCC1Cc2ccc(-c3ccc(=O)[nH]n3)cc2C1. As a reaction SMILES: [BrH:7].[C:1](=[O:2])([O-:3])[O-:4].[C:26]([CH2:27][CH2:28][CH3:29])(=[O:30])[Cl:31].[CH3:33][CH2:34][O:35][C:36](=[O:37])[CH3:38].[K+:5].[K+:6].[NH2:8][CH2:9][CH:10]1[CH2:11][c:12]2[cH:13][cH:14][c:15](-[c:19]3[cH:20][cH:21][c:22](=[O:25])[nH:23][n:24]3)[cH:16][c:17]2[CH2:18]1.[O:39]1[CH2:40][CH2:41][CH2:42][CH2:43]1.[OH2:32]>>[NH:8]([CH2:9][CH:10]1[CH2:11][c:12]2[cH:13][cH:14][c:15](-[c:19]3[cH:20][cH:21][c:22](=[O:25])[nH:23][n:24]3)[cH:16][c:17]2[CH2:18]1)[C:26]([CH2:27][CH2:28][CH3:29])=[O:30]. Yields the product CC(C)(C)OC(=O)N(CC1CCc2cc(-c3cccc(C(=O)O)c3)ccc2O1)CC(O[Si](C)(C)C(C)(C)C)c1cccnc1. The reactants are COC(=O)c1cccc(-c2ccc3c(c2)CCC(CN(CC(O[Si](C)(C)C(C)(C)C)c2cccnc2)C(=O)OC(C)(C)C)O3)c1, CO, [Na+], C1CCOC1, [OH-], O. As a reaction SMILES: [C:1]([CH3:2])([CH3:3])([CH3:4])[O:5][C:6](=[O:7])[N:8]([CH2:9][CH:10]([c:11]1[cH:12][n:13][cH:14][cH:15][cH:16]1)[O:17][Si:18]([CH3:19])([CH3:20])[C:21]([CH3:22])([CH3:23])[CH3:24])[CH2:25][CH:26]1[O:27][c:28]2[cH:29][cH:30][c:31](-[c:36]3[cH:37][c:38]([C:39](=[O:40])[O:41][CH3:42])[cH:43][cH:44][cH:45]3)[cH:32][c:33]2[CH2:34][CH2:35]1.[CH3:54][OH:55].[Na+:47].[O:48]1[CH2:49][CH2:50][CH2:51][CH2:52]1.[OH-:46].[OH2:53]>>[C:1]([CH3:2])([CH3:3])([CH3:4])[O:5][C:6](=[O:7])[N:8]([CH2:9][CH:10]([c:11]1[cH:12][n:13][cH:14][cH:15][cH:16]1)[O:17][Si:18]([CH3:19])([CH3:20])[C:21]([CH3:22])([CH3:23])[CH3:24])[CH2:25][CH:26]1[O:27][c:28]2[cH:29][cH:30][c:31](-[c:36]3[cH:37][c:38]([C:39](=[O:40])[OH:41])[cH:43][cH:44][cH:45]3)[cH:32][c:33]2[CH2:34][CH2:35]1. Reactants: C(=O)(O)C=1C(=C(NC(CCCCCCCC(=O)OC)=O)C(=C(C1I)N(C(C)=O)C)I)I (methyl 3'-carboxy-2',4',6'-triiodo-5'-(N-methylacetamido)azelanilate), Cl (hydrochloric acid), [OH-].[Na+] (sodium hydroxide), [OH-].[Na+] (sodium hydroxide). Solvent: O (water). The product is C(=O)(O)C=1C(=C(NC(CCCCCCCC(=O)O)=O)C(=C(C1I)N(C(C)=O)C)I)I (3'-carboxy-2',4',6'-triiodo-5'-(N-methylacetamido)azelanilic acid). As a reaction SMILES: [C:1]([C:4]1[C:5]([I:31])=[C:6]([C:21]([I:30])=[C:22]([N:25]([CH3:29])[C:26](=[O:28])[CH3:27])[C:23]=1[I:24])[NH:7][C:8](=[O:20])[CH2:9][CH2:10][CH2:11][CH2:12][CH2:13][CH2:14][CH2:15][C:16]([O:18]C)=[O:17])([OH:3])=[O:2].[OH-].[Na+].Cl>O>[C:1]([C:4]1[C:5]([I:31])=[C:6]([C:21]([I:30])=[C:22]([N:25]([CH3:29])[C:26](=[O:28])[CH3:27])[C:23]=1[I:24])[NH:7][C:8](=[O:20])[CH2:9][CH2:10][CH2:11][CH2:12][CH2:13][CH2:14][CH2:15][C:16]([OH:18])=[O:17])([OH:3])=[O:2] |f:1.2|. Procedure details: A mixture of 136.5 g. of methyl 3'-carboxy-2',4',6'-triiodo-5'-(N-methylacetamido)azelanilate and 180 ml. of water was treated with 10% aqueous sodium hydroxide (about 140 ml.), added dropwise until solution was complete. The mixture was heated on a steam bath for ten minutes, 18 ml. more of 10% sodium hydroxide was added, and the mixture heated one hour longer. The reaction mixture was cooled, acidified with 3% hydrochloric acid, and the solid product collected, washed with water, dried and rec...